The task is: describe an organic reaction: reactants, conditions, products, and yield. This data is from the Open Reaction Database (ORD), a public repository of structured organic reaction records. Reactants: NC1=C(C(C2=C(C=CC=C2)Cl)=NN)C=C(C=C1)Cl (2-amino-2',5-dichlorobenzophenone hydrazone), [OH-].[K+] (potassium hydroxide). Solvent: C(COCCO)O (diethylene glycol). The product is ClC1=C(CC2=C(N)C=CC(=C2)Cl)C=CC=C1 (2-(0-chlorobenzyl)-4-chloroaniline). RXN SMILES: [NH2:1][C:2]1[CH:17]=[CH:16][C:15]([Cl:18])=[CH:14][C:3]=1[C:4](=NN)[C:5]1[CH:10]=[CH:9][CH:8]=[CH:7][C:6]=1[Cl:11].[OH-].[K+]>C(O)COCCO>[Cl:11][C:6]1[CH:7]=[CH:8][CH:9]=[CH:10][C:5]=1[CH2:4][C:3]1[CH:14]=[C:15]([Cl:18])[CH:16]=[CH:17][C:2]=1[NH2:1] |f:1.2|. Procedure details: In the manner given in Preparation 11, 2-amino-2',5-dichlorobenzophenone hydrazone is refluxed with potassium hydroxide in diethylene glycol to give 2-(0-chlorobenzyl)-4-chloroaniline, melting point 64°-65° C.